This data is from the Open Reaction Database (ORD), a public repository of structured organic reaction records. The task is: describe an organic reaction: reactants, conditions, products, and yield The reactants are [Cl-].C(=O)(O)C1=CC=C(C(=O)NCC2CC[NH+](CC2)C2=NC=C(C=C2)C(F)(F)F)C=C1 (4-{[(4-carboxybenzoyl)amino]methyl}-1-[5-(trifluoromethyl)pyridin-2-yl]piperidinium chloride), BrC1=CC(=CC=2N=C(OC21)C2=CC=C(C(=O)[O-])C=C2)C#N (4-(7-bromo-5-cyano-1,3-benzoxazol-2-yl)benzoate), BrC1=CC(=CC=2N=C(OC21)C2=CC=C(C(=O)[O-])C=C2)C#N (4-(7-bromo-5-cyano-1,3-benzoxazol-2-yl)benzoate). Yields the product BrC1=CC(=CC=2N=C(OC21)C2=CC=C(C(=O)NCC1CCN(CC1)C1=NC=C(C=C1)C(F)(F)F)C=C2)C#N (4-(7-Bromo-5-cyano-1,3-benzoxazol-2-yl)-N-({1-[5-(trifluoromethyl)pyridin-2-yl]piperidin-4-yl}methyl)benzamide). As a reaction SMILES: [Cl-].[C:2]([C:5]1[CH:30]=[CH:29][C:8]([C:9]([NH:11][CH2:12][CH:13]2[CH2:18][CH2:17][NH+:16]([C:19]3[CH:24]=[CH:23][C:22]([C:25]([F:28])([F:27])[F:26])=[CH:21][N:20]=3)[CH2:15][CH2:14]2)=[O:10])=[CH:7][CH:6]=1)([OH:4])=O.[Br:31][C:32]1[C:40]2OC(C3C=CC(C([O-])=O)=CC=3)=[N:37][C:36]=2[CH:35]=[C:34]([C:50]#[N:51])[CH:33]=1>>[Br:31][C:32]1[C:40]2[O:4][C:2]([C:5]3[CH:30]=[CH:29][C:8]([C:9]([NH:11][CH2:12][CH:13]4[CH2:18][CH2:17][N:16]([C:19]5[CH:24]=[CH:23][C:22]([C:25]([F:28])([F:26])[F:27])=[CH:21][N:20]=5)[CH2:15][CH2:14]4)=[O:10])=[CH:7][CH:6]=3)=[N:37][C:36]=2[CH:35]=[C:34]([C:50]#[N:51])[CH:33]=1 |f:0.1|. Reported procedure: The title compound was prepared from 4-{[(4-carboxybenzoyl)amino]methyl}-1-[5-(trifluoromethyl)pyridin-2-yl]piperidinium chloride and 3-amino-5-bromo-4-hydroxybenzonitrile (INTERMEDIATE 1, Step B) by a procedure analogous to that described in EXAMPLE 109. Mass spectrum (ESI) 585.9 (M+3).